From a dataset of the Open Reaction Database (ORD), a public repository of structured organic reaction records. describe an organic reaction: reactants, conditions, products, and yield The reactants are COC(=O)CC(=O)Cl, Nc1ccc(OCc2ccc(F)cc2)cc1. The product is COC(=O)CC(=O)Nc1ccc(OCc2ccc(F)cc2)cc1. Reaction SMILES: [CH3:17][O:18][C:19]([CH2:20][C:21](=[O:22])[Cl:23])=[O:24].[F:1][c:2]1[cH:3][cH:4][c:5]([CH2:6][O:7][c:8]2[cH:9][cH:10][c:11]([NH2:14])[cH:12][cH:13]2)[cH:15][cH:16]1>>[F:1][c:2]1[cH:3][cH:4][c:5]([CH2:6][O:7][c:8]2[cH:9][cH:10][c:11]([NH:14][C:21]([CH2:20][C:19]([O:18][CH3:17])=[O:24])=[O:22])[cH:12][cH:13]2)[cH:15][cH:16]1. As a reaction SMILES: [C:1]([S:4][CH2:5][CH:6]([CH2:10][C:11]1[CH:16]=[CH:15][CH:14]=[CH:13][CH:12]=1)[C:7]([OH:9])=O)(=[O:3])[CH3:2].Cl.[CH2:18]([O:25][C:26](=[O:31])[C@@H:27]([OH:30])[CH2:28][NH2:29])[C:19]1[CH:24]=[CH:23][CH:22]=[CH:21][CH:20]=1.Cl.CN(C)CCCN=C=NCC.ON1C2C=CC=CC=2N=N1.CN1CCOCC1>CN(C)C=O>[CH2:18]([O:25][C:26](=[O:31])[C@@H:27]([OH:30])[CH2:28][NH:29][C:7](=[O:9])[CH:6]([CH2:5][S:4][C:1](=[O:3])[CH3:2])[CH2:10][C:11]1[CH:16]=[CH:15][CH:14]=[CH:13][CH:12]=1)[C:19]1[CH:24]=[CH:23][CH:22]=[CH:21][CH:20]=1 |f:1.2,3.4|. The solvent is CN(C=O)C (dimethylformamide). The product is C(C1=CC=CC=C1)OC([C@H](CNC(C(CC1=CC=CC=C1)CSC(C)=O)=O)O)=O (N-[2(R,S)-ACETYLTHIOMETHYL-3-PHENYLPROPANOYL]-(S)-ISOSERINE BENZYL ESTER). Procedure details: Add 2(R,S)-acetylthiomethyl-3-phenylpropionic acid (0.59 g) to (S)-isoserine benzyl ester, hydrochloride (0.578 g), 1-(3-dimethylaminopropyl)-3-ethylcarbodiimide hydrochloride (EDC) (0.53 g), 1-hydroxybenzotriazole (HOBT) (0.37 g) and N-methylmorpholine (0.80 ml) in dimethylformamide (DMF) (10 ml), and stir the resulting mixture for 20 hours. Concentrate the reaction mixture in vacuo and partition the residue between dichloromethane/water. Concentrate the dried (MgSO4) dichloromethane solution i... Conditions: time 20 hour. The reactants are C(C)(=O)SCC(C(=O)O)CC1=CC=CC=C1 (2(R,S)-acetylthiomethyl-3-phenylpropionic acid), Cl.C(C1=CC=CC=C1)OC([C@H](CN)O)=O ((S)-isoserine benzyl ester, hydrochloride), Cl.CN(CCCN=C=NCC)C (1-(3-dimethylaminopropyl)-3-ethylcarbodiimide hydrochloride), ON1N=NC2=C1C=CC=C2 (1-hydroxybenzotriazole), CN1CCOCC1 (N-methylmorpholine). The reactants are O=C([O-])[O-], N#Cc1cnc(Cl)s1, [Cs+], [Cs+], CN(C)C=O, CCOC(=O)CC1OB(O)c2cc(O)cc(C)c21. Product: CCOC(=O)CC1OB(O)c2cc(Oc3ncc(C#N)s3)cc(C)c21. As a reaction SMILES: [C:27](=[O:28])([O-:29])[O-:30].[Cl:19][c:20]1[s:21][c:22]([C:25]#[N:26])[cH:23][n:24]1.[Cs+:31].[Cs+:32].[O:33]=[CH:34][N:35]([CH3:36])[CH3:37].[OH:1][B:2]1[O:3][CH:4]([CH2:13][C:14](=[O:15])[O:16][CH2:17][CH3:18])[c:5]2[c:6]1[cH:7][c:8]([OH:12])[cH:9][c:10]2[CH3:11]>>[OH:1][B:2]1[O:3][CH:4]([CH2:13][C:14](=[O:15])[O:16][CH2:17][CH3:18])[c:5]2[c:6]1[cH:7][c:8]([O:12][c:20]1[s:21][c:22]([C:25]#[N:26])[cH:23][n:24]1)[cH:9][c:10]2[CH3:11].